This data is from the Open Reaction Database (ORD), a public repository of structured organic reaction records. The task is: describe an organic reaction: reactants, conditions, products, and yield The reactants are CC(=O)NC1CCN(CCC(=O)OCc2ccccc2)CC1, CO. The product is CC(=O)NC1CCN(CCC(=O)O)CC1. As a reaction SMILES: [C:1]([CH3:2])(=[O:3])[NH:4][CH:5]1[CH2:6][CH2:7][N:8]([CH2:11][CH2:12][C:13](=[O:14])[O:15][CH2:16][c:17]2[cH:18][cH:19][cH:20][cH:21][cH:22]2)[CH2:9][CH2:10]1.[CH3:23][OH:24]>>[C:1]([CH3:2])(=[O:3])[NH:4][CH:5]1[CH2:6][CH2:7][N:8]([CH2:11][CH2:12][C:13](=[O:14])[OH:15])[CH2:9][CH2:10]1. As a reaction SMILES: [Br:34][CH2:35][CH:36]1[CH2:37][CH2:38][O:39][CH2:40][CH2:41]1.[C:28](=[O:29])([O-:30])[O-:31].[CH:8]1([CH2:14][O:15][c:16]2[n:17][c:18]([NH2:27])[c:19]3[n:20][c:21]([O:25][CH3:26])[nH:22][c:23]3[n:24]2)[CH2:9][CH2:10][CH2:11][CH2:12][CH2:13]1.[F:1][C:2]([F:3])([F:4])[C:5]([OH:6])=[O:7].[K+:32].[K+:33].[O:42]=[CH:43][N:44]([CH3:45])[CH3:46]>>[CH:8]1([CH2:14][O:15][c:16]2[n:17][c:18]([NH2:27])[c:19]3[n:20][c:21]([O:25][CH3:26])[n:22]([CH2:35][CH:36]4[CH2:37][CH2:38][O:39][CH2:40][CH2:41]4)[c:23]3[n:24]2)[CH2:9][CH2:10][CH2:11][CH2:12][CH2:13]1. Yields the product COc1nc2c(N)nc(OCC3CCCCC3)nc2n1CC1CCOCC1. The reactants are BrCC1CCOCC1, O=C([O-])[O-], COc1nc2c(N)nc(OCC3CCCCC3)nc2[nH]1, O=C(O)C(F)(F)F, [K+], [K+], CN(C)C=O.